This data is from the Open Reaction Database (ORD), a public repository of structured organic reaction records. The task is: describe an organic reaction: reactants, conditions, products, and yield Reported procedure: A solution of 3-[3-bromo-4-[(2,4-difluorobenzyl)oxy]-6-methyl-2-oxopyridin-1(2H)-yl]-4-fluorobenzoic acid (1 g, 2.1 mmol) in N,N-dimethylformamide (20 mL) was cooled to −10 C. Isobutyl chloroformate (0.27 mL, 2.1 mmol) and N-methyl morpholine (0.23 mL, 2.1 mmol) were added to the reaction vessel. After stirring at −10 C for 20 minutes, a solution of N-methyl amine (2.1 mL, 4.2 mmol, 2 M in THF) was added and the reaction mixture was warmed to room temperature as it stirred for 18 hours. The reac... Yields the product BrC=1C(N(C(=CC1OCC1=C(C=C(C=C1)F)F)C)C=1C=C(C(=O)NC)C=CC1F)=O (3-[3-bromo-4-[(2,4-difluorobenzyl)oxy]-6-methyl-2-oxopyridin-1(2H)-yl]-4-fluoro-N-methylbenzamide). The reactants are CN (N-methyl amine), ClC(=O)OCC(C)C (Isobutyl chloroformate), CN1CCOCC1 (N-methyl morpholine), BrC=1C(N(C(=CC1OCC1=C(C=C(C=C1)F)F)C)C=1C=C(C(=O)O)C=CC1F)=O (3-[3-bromo-4-[(2,4-difluorobenzyl)oxy]-6-methyl-2-oxopyridin-1(2H)-yl]-4-fluorobenzoic acid). Run at time 20 minute. Run in CN(C=O)C (N,N-dimethylformamide). Reaction SMILES: [Br:1][C:2]1[C:3](=[O:29])[N:4]([C:19]2[CH:20]=[C:21]([CH:25]=[CH:26][C:27]=2[F:28])[C:22](O)=[O:23])[C:5]([CH3:18])=[CH:6][C:7]=1[O:8][CH2:9][C:10]1[CH:15]=[CH:14][C:13]([F:16])=[CH:12][C:11]=1[F:17].ClC(OCC(C)C)=O.[CH3:38][N:39]1CCOCC1.CN>CN(C)C=O>[Br:1][C:2]1[C:3](=[O:29])[N:4]([C:19]2[CH:20]=[C:21]([CH:25]=[CH:26][C:27]=2[F:28])[C:22]([NH:39][CH3:38])=[O:23])[C:5]([CH3:18])=[CH:6][C:7]=1[O:8][CH2:9][C:10]1[CH:15]=[CH:14][C:13]([F:16])=[CH:12][C:11]=1[F:17].